describe an organic reaction: reactants, conditions, products, and yield From a dataset of the Open Reaction Database (ORD), a public repository of structured organic reaction records. The reactants are BrC1=CC=C(CN2C(=C(C3=CC(=CC=C23)OC)C2(CC2)CCBr)C)C=C1 (2-[1-(1-(4-Bromobenzyl)-5-methoxy-2-methyl-1H-indol-3-yl)cyclopropyI]ethyl bromide), NaH2PO4H2O, [C-]#N.[Na+] (NaCN). The solvent is O (H2O), CN(C)C=O (DMF). Run at temperature 75 celsius. Product: BrC1=CC=C(CN2C(=C(C3=CC(=CC=C23)OC)C2(CC2)CCC#N)C)C=C1 (3-[1-(1-(4-Bromobenzyl)-5-methoxy-2-methyl-1H-indol-3-yl)cyclopropyl]propionitrile). The yield is 97.2%. RXN SMILES: [Br:1][C:2]1[CH:26]=[CH:25][C:5]([CH2:6][N:7]2[C:15]3[C:10](=[CH:11][C:12]([O:16][CH3:17])=[CH:13][CH:14]=3)[C:9]([C:18]3([CH2:21][CH2:22]Br)[CH2:20][CH2:19]3)=[C:8]2[CH3:24])=[CH:4][CH:3]=1.[C-:27]#[N:28].[Na+]>CN(C=O)C.O>[Br:1][C:2]1[CH:26]=[CH:25][C:5]([CH2:6][N:7]2[C:15]3[C:10](=[CH:11][C:12]([O:16][CH3:17])=[CH:13][CH:14]=3)[C:9]([C:18]3([CH2:21][CH2:22][C:27]#[N:28])[CH2:19][CH2:20]3)=[C:8]2[CH3:24])=[CH:4][CH:3]=1 |f:1.2|. Reported procedure: To a r.t. solution of bromide from Step 9 (166 mg, 0.35 mmol) in 4 mL DMF was added NaH2PO4H2O (138 mg, 1 mmol) followed by NaCN (49 mg, 1 mmol) and the resulting mixture was warmed to 75° C. for 2 h. After diluting with excess H2O, the mixture was extracted with Et2O. The organic layer was washed with brine, dried over MgSO4 and evaporated to provide 144 mg of the title compound. Starting materials: O1C(CCCC1)N1N=C(C2=CC(=CC=C12)C1=NN(C=N1)C(C1=CC=CC=C1)(C1=CC=CC=C1)C1=CC=CC=C1)C=1C=C(C=CC1)N (3-{1-perhydro-2H-pyran-2-yl-5-[1-(triphenylmethyl)(1,2,4-triazol-3-yl)]-1H-indazol-3-yl}phenylamine), CC(C(=O)Cl)C (2-methylpropanoyl chloride), O (Water). The solvent is N1=CC=CC=C1 (pyridine). Reaction conditions: time 15 hour. Product: N1N=C(N=C1)C=1C=C2C(=NNC2=CC1)C=1C=C(C=CC1)NC(C(C)C)=O (N-[3-(5-(1H-1,2,4-Triazol-3-yl)(1H-indazol-3-yl))phenyl]-2-methylpropanamide). Yield: 4.4%. As a reaction SMILES: O1CCCCC1[N:7]1[C:15]2[C:10](=[CH:11][C:12]([C:16]3[N:20]=[CH:19][N:18](C(C4C=CC=CC=4)(C4C=CC=CC=4)C4C=CC=CC=4)[N:17]=3)=[CH:13][CH:14]=2)[C:9]([C:40]2[CH:41]=[C:42]([NH2:46])[CH:43]=[CH:44][CH:45]=2)=[N:8]1.[CH3:47][CH:48]([CH3:52])[C:49](Cl)=[O:50].O>N1C=CC=CC=1>[NH:18]1[CH:19]=[N:20][C:16]([C:12]2[CH:11]=[C:10]3[C:15](=[CH:14][CH:13]=2)[NH:7][N:8]=[C:9]3[C:40]2[CH:41]=[C:42]([NH:46][C:49](=[O:50])[CH:48]([CH3:52])[CH3:47])[CH:43]=[CH:44][CH:45]=2)=[N:17]1. Procedure details: To a solution of 3-{1-perhydro-2H-pyran-2-yl-5-[1-(triphenylmethyl)(1,2,4-triazol-3-yl)]-1H-indazol-3-yl}phenylamine (0.190 g, 0.33 mmol) in pyridine (2 mL) was added 2-methylpropanoyl chloride (0.042 mL, 0.40 mmol). The reaction was stirred at room temperature for 15 h. Water (10 mL) was added and the solid collected by suction filtration. The solid was dried in a vacuum oven for 3 h. The residue was dissolved in 4 N hydrochloric acid in 1,4-dioxane (10 mL) and the mixture was stirred at room t... Reactants: CS(C)=O, O=S([O-])c1ccc(C=Cc2ccc(F)cc2)cc1, [Na+], O=C(CO)c1ccccc1I. Product: O=C(CO)c1ccccc1S(=O)(=O)c1ccc(C=Cc2ccc(F)cc2)cc1. RXN SMILES: [CH3:31][S:32]([CH3:33])=[O:34].[F:12][c:13]1[cH:14][cH:15][c:16]([CH:19]=[CH:20][c:21]2[cH:22][cH:23][c:24]([S:27](=[O:28])[O-:29])[cH:25][cH:26]2)[cH:17][cH:18]1.[Na+:30].[OH:1][CH2:2][C:3](=[O:4])[c:5]1[c:6]([I:11])[cH:7][cH:8][cH:9][cH:10]1>>[OH:1][CH2:2][C:3](=[O:4])[c:5]1[c:6]([S:27]([c:24]2[cH:23][cH:22][c:21]([CH:20]=[CH:19][c:16]3[cH:15][cH:14][c:13]([F:12])[cH:18][cH:17]3)[cH:26][cH:25]2)(=[O:28])=[O:29])[cH:7][cH:8][cH:9][cH:10]1. Reactants: [BH4-], [BH4-], CCOCC, Cl, CCOC(=O)C(Cc1cccc(CC(F)(F)C(F)F)c1)C(=O)c1ccc(F)cc1, [Zn+2]. Yields the product CCOC(=O)C(Cc1cccc(CC(F)(F)C(F)F)c1)C(O)c1ccc(F)cc1. Reaction SMILES: [BH4-:36].[BH4-:38].[CH3:31][CH2:32][O:33][CH2:34][CH3:35].[ClH:30].[F:1][c:2]1[cH:3][cH:4][c:5]([C:8]([CH:9]([C:10](=[O:11])[O:12][CH2:13][CH3:14])[CH2:15][c:16]2[cH:17][c:18]([CH2:22][C:23]([CH:24]([F:25])[F:26])([F:27])[F:28])[cH:19][cH:20][cH:21]2)=[O:29])[cH:6][cH:7]1.[Zn+2:37]>>[F:1][c:2]1[cH:3][cH:4][c:5]([CH:8]([CH:9]([C:10](=[O:11])[O:12][CH2:13][CH3:14])[CH2:15][c:16]2[cH:17][c:18]([CH2:22][C:23]([CH:24]([F:25])[F:26])([F:27])[F:28])[cH:19][cH:20][cH:21]2)[OH:29])[cH:6][cH:7]1. Reactants: [OH-].[Na+] (sodium hydroxide), C(C)(=O)NCCC1=CNC2=CC=C(C=C12)OCCCC(=O)OCC (Ethyl 4-({3-[2-(acetylamino)ethyl]-1H-indol-5-yl}oxy)butanoate), [H-].[Al+3].[Li+].[H-].[H-].[H-] (lithium aluminum hydride). Run in C1CCOC1 (THF), C1CCOC1 (THF). Conditions: time 30 minute. The product is OCCCCOC=1C=C2C(=CNC2=CC1)CCNC(C)=O (N-{2-[5-(4-Hydroxybutoxy)-1H-indol-3-yl]ethyl}acetamide). Reaction SMILES: [C:1]([NH:4][CH2:5][CH2:6][C:7]1[C:15]2[C:10](=[CH:11][CH:12]=[C:13]([O:16][CH2:17][CH2:18][CH2:19][C:20](OCC)=[O:21])[CH:14]=2)[NH:9][CH:8]=1)(=[O:3])[CH3:2].[H-].[Al+3].[Li+].[H-].[H-].[H-].[OH-].[Na+]>C1COCC1>[OH:21][CH2:20][CH2:19][CH2:18][CH2:17][O:16][C:13]1[CH:14]=[C:15]2[C:10](=[CH:11][CH:12]=1)[NH:9][CH:8]=[C:7]2[CH2:6][CH2:5][NH:4][C:1](=[O:3])[CH3:2] |f:1.2.3.4.5.6,7.8|. Procedure: A solution of 6.2 g of the compound obtained in Step A in 50 ml of anhydrous THF is added dropwise to a suspension of 1.42 g of lithium aluminum hydride in 50 ml of anhydrous THF cooled in an ice-bath. After stirring for 30 minutes at room temperature, a solution of 5% sodium hydroxide is added dropwise until the evolution of gas ceases. The precipitate that forms is filtered off, the organic phase is evaporated and the residue is taken up in 70 ml of ethyl acetate. The organic phase is washed w... Reactants: CO, [Cl-], N#Cc1ccc(Nc2cccc(I)c2)c([N+](=O)[O-])c1, [NH4+]. The product is N#Cc1ccc(Nc2cccc(I)c2)c(N)c1. As a reaction SMILES: [CH3:22][OH:23].[Cl-:20].[I:1][c:2]1[cH:3][c:4]([NH:8][c:9]2[c:10]([N+:17]([O-:18])=[O:19])[cH:11][c:12]([C:15]#[N:16])[cH:13][cH:14]2)[cH:5][cH:6][cH:7]1.[NH4+:21]>>[I:1][c:2]1[cH:3][c:4]([NH:8][c:9]2[c:10]([NH2:17])[cH:11][c:12]([C:15]#[N:16])[cH:13][cH:14]2)[cH:5][cH:6][cH:7]1. The reactants are [N+](=O)([O-])C=1C=C(C=O)C=CC1 (3-nitrobenzaldehyde), C(CC(=O)C)(=O)OCCN1C(C=2C(C1=O)=CC=CC2)=O (2-phthalimidoethyl acetoacetate), [OH-].[NH4+] (ammonium hydroxide). Run in CC(C)O (2-propanol). The product is CC=1NC(=C(C(C1C(=O)OCCN1C(C=2C(C1=O)=CC=CC2)=O)C2=CC(=CC=C2)[N+](=O)[O-])C(=O)OCCN2C(C=1C(C2=O)=CC=CC1)=O)C (2,6-dimethyl-3,5-di(2-phthalimidocarbethoxy)-4-(3-nitrophenyl)-1,4-dihydropyridine). As a reaction SMILES: [N+:1]([C:4]1[CH:5]=[C:6]([CH:9]=[CH:10][CH:11]=1)[CH:7]=O)([O-:3])=[O:2].[C:12]([O:18][CH2:19][CH2:20][N:21]1[C:25](=[O:26])[C:24]2=[CH:27][CH:28]=[CH:29][CH:30]=[C:23]2[C:22]1=[O:31])(=[O:17])[CH2:13][C:14]([CH3:16])=O.[OH-:32].[NH4+:33]>CC(O)C>[CH3:16][C:14]1[NH:33][C:14]([CH3:16])=[C:13]([C:12]([O:18][CH2:19][CH2:20][N:21]2[C:22](=[O:31])[C:23]3=[CH:30][CH:29]=[CH:28][CH:27]=[C:24]3[C:25]2=[O:26])=[O:32])[CH:7]([C:6]2[CH:9]=[CH:10][CH:11]=[C:4]([N+:1]([O-:3])=[O:2])[CH:5]=2)[C:13]=1[C:12]([O:18][CH2:19][CH2:20][N:21]1[C:25](=[O:26])[C:24]2=[CH:27][CH:28]=[CH:29][CH:30]=[C:23]2[C:22]1=[O:31])=[O:17] |f:2.3|. Procedure: A solution of 137 mg (0.9 m mol) of 3-nitrobenzaldehyde, 0.5 g (1.82 m mol) of 2-phthalimidoethyl acetoacetate, and 0.16 ml (2.4 m mol) of 14.7M ammonium hydroxide in 40 ml of 2-propanol was refluxed for 15 hours under nitrogen. The solvent was removed in vacuo and the residue was subjected to flash chromatography (silica gel, 3:1 petroleum ether/ethyl acetate) to yield 50 mg of pale yellow product; m.p. 92°-94° C.; NMR: (CDCl3) δ 2.2 (6M,s), 3.8 (4H,m), 4.2 (4H,m), 4.8 (1H,s), 6.1 (1H,s), 7.2 (... The reactants are CCOC(=O)C(C)O, C1COCCN1. The product is CC(O)C(=O)N1CCOCC1. RXN SMILES: [C:1]([CH:2]([OH:3])[CH3:4])(=[O:5])[O:6][CH2:7][CH3:8].[CH2:9]1[CH2:10][O:11][CH2:12][CH2:13][NH:14]1>>[C:1]([CH:2]([OH:3])[CH3:4])(=[O:5])[N:14]1[CH2:9][CH2:10][O:11][CH2:12][CH2:13]1. The product is C=C(COCP(=O)(OCC)OCC)Cn1cnc2c(Cl)nc(N)nc21. As a reaction SMILES: [C:27](=[O:28])([O-:29])[O-:30].[CH2:1]([CH3:2])[O:3][P:4]([O:5][CH2:6][CH3:7])(=[O:8])[CH2:9][O:10][CH2:11][C:12](=[CH2:13])[CH2:14][Cl:15].[CH3:33][N:34]([CH3:35])[CH:36]=[O:37].[Cl:16][c:17]1[c:18]2[nH:19][cH:20][n:21][c:22]2[n:23][c:24]([NH2:26])[n:25]1.[K+:31].[K+:32]>>[CH2:1]([CH3:2])[O:3][P:4]([O:5][CH2:6][CH3:7])(=[O:8])[CH2:9][O:10][CH2:11][C:12](=[CH2:13])[CH2:14][n:21]1[cH:20][n:19][c:18]2[c:17]([Cl:16])[n:25][c:24]([NH2:26])[n:23][c:22]21. Reactants: O=C([O-])[O-], C=C(CCl)COCP(=O)(OCC)OCC, CN(C)C=O, Nc1nc(Cl)c2[nH]cnc2n1, [K+], [K+]. Reactants: ClC1=CC=C(C=C1)S(=O)(=O)NC(C(=O)NCCCCCCCC(=O)OC)CO ((RS)-2-(4-chlorobenzenesulfonylamino)-3-hydroxy-N-(7-methoxycarbonylheptyl)propanamide), S(=O)(=O)(C)Cl (mesyl chloride). Product: ClC1=CC=C(C=C1)S(=O)(=O)NC(C(=O)NCCCCCCCC(=O)OC)COS(=O)(=O)C ((RS)-2-(4-chlorobenzenesulfonylamino)-3-methanesulfonyloxy-N-(7-methoxycarbonylheptyl)propanamide). As a reaction SMILES: [Cl:1][C:2]1[CH:7]=[CH:6][C:5]([S:8]([NH:11][CH:12]([CH2:27][OH:28])[C:13]([NH:15][CH2:16][CH2:17][CH2:18][CH2:19][CH2:20][CH2:21][CH2:22][C:23]([O:25][CH3:26])=[O:24])=[O:14])(=[O:10])=[O:9])=[CH:4][CH:3]=1.[S:29](Cl)([CH3:32])(=[O:31])=[O:30]>>[Cl:1][C:2]1[CH:7]=[CH:6][C:5]([S:8]([NH:11][CH:12]([CH2:27][O:28][S:29]([CH3:32])(=[O:31])=[O:30])[C:13]([NH:15][CH2:16][CH2:17][CH2:18][CH2:19][CH2:20][CH2:21][CH2:22][C:23]([O:25][CH3:26])=[O:24])=[O:14])(=[O:10])=[O:9])=[CH:4][CH:3]=1. Procedure details: The procedure described in Example 65 was repeated, except that (RS)-2-(4-chlorobenzenesulfonylamino)-3-hydroxy-N-(7-methoxycarbonylheptyl)propanamide (504 mg) was reacted with mesyl chloride to obtain (RS)-2-(4-chlorobenzenesulfonylamino)-3-methanesulfonyloxy-N-(7-methoxycarbonylheptyl)propanamide (503.2 mg).